Dataset: the Open Reaction Database (ORD), a public repository of structured organic reaction records. Task: describe an organic reaction: reactants, conditions, products, and yield Reactants: CON(C(=O)C1C(C1)C1=C(C=CC=C1)F)C (2-(2-fluoro-phenyl)-cyclopropanecarboxylic acid methoxy-methyl-amide), O (water), [OH-].[Na+] (NaOH). The solvent is CO (MeOH). The product is FC1=C(C=CC=C1)C1C(C1)C(=O)O (2-(2-fluoro-phenyl)-cyclopropanecarboxylic acid). As a reaction SMILES: CON(C)[C:4]([CH:6]1[CH2:8][CH:7]1[C:9]1[CH:14]=[CH:13][CH:12]=[CH:11][C:10]=1[F:15])=[O:5].[OH2:17].[OH-].[Na+]>CO>[F:15][C:10]1[CH:11]=[CH:12][CH:13]=[CH:14][C:9]=1[CH:7]1[CH2:8][CH:6]1[C:4]([OH:17])=[O:5] |f:2.3|. Reported procedure: A mixture of 2-(2-fluoro-phenyl)-cyclopropanecarboxylic acid methoxy-methyl-amide (8.92 g), water (20 mL), and NaOH (3.2 g) in MeOH (40 mL) was refluxed for 3 h. The reaction mixture was cooled down to room temperature and concentrated in vacuo. The residue was acidified by 6 N HCl followed by extraction with CH2Cl2. The organic layer was washed with brine, dried over MgSO4 and concentrated in vacuo to give the title compound (7 g).